Task: describe an organic reaction: reactants, conditions, products, and yield. Dataset: the Open Reaction Database (ORD), a public repository of structured organic reaction records Reactants: C(C)OC(CN1C=CC2=CC=C(C=C12)OCC=1N(N=C(C1)C1=CC=C(C=C1)OC(F)(F)F)C)=O ({6-[2-methyl-5-(4-trifluoromethoxy-phenyl)-2H-pyrazol-3-ylmethoxy]-indol-1-yl}-acetic acid ethyl ester), [Li+].[OH-] (LiOH). Yields the product CN1N=C(C=C1COC1=CC=C2C=CN(C2=C1)CC(=O)O)C1=CC=C(C=C1)OC(F)(F)F ({6-[2-methyl-5-(4-trifluoromethoxy-phenyl)-2H-pyrazol-3-ylmethoxy]-indol-1-yl}-acetic acid). Reaction SMILES: C([O:3][C:4](=[O:34])[CH2:5][N:6]1[C:14]2[C:9](=[CH:10][CH:11]=[C:12]([O:15][CH2:16][C:17]3[N:18]([CH3:33])[N:19]=[C:20]([C:22]4[CH:27]=[CH:26][C:25]([O:28][C:29]([F:32])([F:31])[F:30])=[CH:24][CH:23]=4)[CH:21]=3)[CH:13]=2)[CH:8]=[CH:7]1)C.[Li+].[OH-]>>[CH3:33][N:18]1[C:17]([CH2:16][O:15][C:12]2[CH:13]=[C:14]3[C:9]([CH:8]=[CH:7][N:6]3[CH2:5][C:4]([OH:34])=[O:3])=[CH:10][CH:11]=2)=[CH:21][C:20]([C:22]2[CH:27]=[CH:26][C:25]([O:28][C:29]([F:32])([F:30])[F:31])=[CH:24][CH:23]=2)=[N:19]1 |f:1.2|. Procedure: In analogy to the procedure described for example 1 f], {6-[2-methyl-5-(4-trifluoromethoxy-phenyl)-2H-pyrazol-3-ylmethoxy]-indol-1-yl}-acetic acid ethyl ester was treated with LiOH to obtain {6-[2-methyl-5-(4-trifluoromethoxy-phenyl)-2H-pyrazol-3-ylmethoxy]-indol-1-yl}-acetic acid as off-white crystals. Starting materials: CCCNCC(C)C, CCO, CCOC(=O)c1ccc(F)c([N+](=O)[O-])c1. Yields the product CCCN(CC(C)C)c1ccc(C(=O)OCC)cc1[N+](=O)[O-]. As a reaction SMILES: [CH2:16]([CH:17]([CH3:18])[CH3:19])[NH:20][CH2:21][CH2:22][CH3:23].[CH3:24][CH2:25][OH:26].[F:1][c:2]1[c:3]([N+:13](=[O:14])[O-:15])[cH:4][c:5]([C:6](=[O:7])[O:8][CH2:9][CH3:10])[cH:11][cH:12]1>>[c:2]1([N:20]([CH2:16][CH:17]([CH3:18])[CH3:19])[CH2:21][CH2:22][CH3:23])[c:3]([N+:13](=[O:14])[O-:15])[cH:4][c:5]([C:6](=[O:7])[O:8][CH2:9][CH3:10])[cH:11][cH:12]1.